describe an organic reaction: reactants, conditions, products, and yield From a dataset of the Open Reaction Database (ORD), a public repository of structured organic reaction records. The reactants are CCNS(=O)(=O)Oc1cc(C(C)(C)C)c(SS(=O)(=O)c2ccc(C)cc2)cc1C, O=C1C=C(O)CC(CCc2ccc(O)cc2)(C2CCCCC2)O1, [K+], [K+], O=C([O-])[O-], CN(C)C=O. Product: CCNS(=O)(=O)Oc1cc(C(C)(C)C)c(SC2=C(O)CC(CCc3ccc(O)cc3)(C3CCCCC3)OC2=O)cc1C. Reaction SMILES: [C:24]([CH3:25])([CH3:26])([CH3:27])[c:28]1[c:29]([S:42][S:43]([c:44]2[cH:45][cH:46][c:47]([CH3:48])[cH:49][cH:50]2)(=[O:51])=[O:52])[cH:30][c:31]([CH3:41])[c:32]([O:34][S:35]([NH:36][CH2:37][CH3:38])(=[O:39])=[O:40])[cH:33]1.[CH:1]1([C:7]2([CH2:15][CH2:16][c:17]3[cH:18][cH:19][c:20]([OH:23])[cH:21][cH:22]3)[CH2:8][C:9]([OH:14])=[CH:10][C:11](=[O:13])[O:12]2)[CH2:2][CH2:3][CH2:4][CH2:5][CH2:6]1.[K+:53].[K+:54].[O-:55][C:56]([O-:57])=[O:58].[O:59]=[CH:60][N:61]([CH3:62])[CH3:63]>>[CH:1]1([C:7]2([CH2:15][CH2:16][c:17]3[cH:18][cH:19][c:20]([OH:23])[cH:21][cH:22]3)[CH2:8][C:9]([OH:14])=[C:10]([S:42][c:29]3[c:28]([C:24]([CH3:25])([CH3:26])[CH3:27])[cH:33][c:32]([O:34][S:35]([NH:36][CH2:37][CH3:38])(=[O:39])=[O:40])[c:31]([CH3:41])[cH:30]3)[C:11](=[O:13])[O:12]2)[CH2:2][CH2:3][CH2:4][CH2:5][CH2:6]1.